This data is from the Open Reaction Database (ORD), a public repository of structured organic reaction records. The task is: describe an organic reaction: reactants, conditions, products, and yield Reactants: C1=CC(=CC(=C1)CN=C=O)CN=C=O (Takenate 500), C=1(C(=CC=CC1)CN=C=O)CN=C=O (xylylene diisocyanate). Product: C(CCCCCN=C=O)N=C=O (hexamethylene diisocyanate). As a reaction SMILES: [CH:1]1[CH:6]=[C:5](CN=C=O)[CH:4]=[C:3]([CH2:11][N:12]=[C:13]=[O:14])C=1.C1(CN=C=O)C(C[N:22]=[C:23]=[O:24])=CC=CC=1>>[CH2:1]([N:22]=[C:23]=[O:24])[CH2:6][CH2:5][CH2:4][CH2:3][CH2:11][N:12]=[C:13]=[O:14]. Procedure details: The same isocyanuration reaction as in Production Example 1 was carried out except that 3,290 g of hexamethylene diisocyanate and 210 g of "Takenate 500" (xylylene diisocyanate produced by Takeda Chemical Industry Co., Ltd.) were used instead of 3,500 g of hexamethylene diisocyanate, and the amount of the isocyanuration catalyst used in production Example 1 was changed to 4.7 g. There was obtained 4,219 g of the reaction mixture containing the deactivated catalyst.